From a dataset of the Open Reaction Database (ORD), a public repository of structured organic reaction records. describe an organic reaction: reactants, conditions, products, and yield The reactants are CC1(CC(C2=CC=C(C=C12)OS(=O)(=O)C(F)(F)F)=O)C (trifluoro-methanesulfonic acid 3,3-dimethyl-1-oxo-indan-5-yl ester), C(C)(=O)C=1C=C(C=CC1)B(O)O (3-acetyl phenyl boronic acid). Yields the product C(C)(=O)C=1C=C(C=CC1)C=1C=C2C(CC(C2=CC1)=O)(C)C (5-(3-acetylphenyl)-3,3-dimethylindan-1-one). RXN SMILES: [CH3:1][C:2]1([CH3:20])[C:10]2[C:5](=[CH:6][CH:7]=[C:8](OS(C(F)(F)F)(=O)=O)[CH:9]=2)[C:4](=[O:19])[CH2:3]1.[C:21]([C:24]1[CH:25]=[C:26](B(O)O)[CH:27]=[CH:28][CH:29]=1)(=[O:23])[CH3:22]>>[C:21]([C:24]1[CH:29]=[C:28]([C:8]2[CH:9]=[C:10]3[C:5](=[CH:6][CH:7]=2)[C:4](=[O:19])[CH2:3][C:2]3([CH3:20])[CH3:1])[CH:27]=[CH:26][CH:25]=1)(=[O:23])[CH3:22]. Procedure: The title compound was prepared from trifluoro-methanesulfonic acid 3,3-dimethyl-1-oxo-indan-5-yl ester and 3-acetyl phenyl boronic acid according to the procedure described in example 21. MS (ESI) m/z 279; HRMS: calcd for C19H18O2+H+, 279.13796; found (ESI, [M+H]+), 279.1374. Starting materials: Nc1cccc(-c2c(Cc3ccccc3)cnc3c(C(F)(F)F)cccc23)c1, CCOc1cccc(C=O)c1O. Product: CCOc1cccc(CNc2cccc(-c3c(Cc4ccccc4)cnc4c(C(F)(F)F)cccc34)c2)c1O. Reaction SMILES: [CH2:1]([c:2]1[cH:3][cH:4][cH:5][cH:6][cH:7]1)[c:8]1[cH:9][n:10][c:11]2[c:12]([C:25]([F:26])([F:27])[F:28])[cH:13][cH:14][cH:15][c:16]2[c:17]1-[c:18]1[cH:19][c:20]([NH2:24])[cH:21][cH:22][cH:23]1.[CH2:29]([CH3:30])[O:31][c:32]1[c:33]([OH:40])[c:34]([CH:35]=[O:36])[cH:37][cH:38][cH:39]1>>[CH2:1]([c:2]1[cH:3][cH:4][cH:5][cH:6][cH:7]1)[c:8]1[cH:9][n:10][c:11]2[c:12]([C:25]([F:26])([F:27])[F:28])[cH:13][cH:14][cH:15][c:16]2[c:17]1-[c:18]1[cH:19][c:20]([NH:24][CH2:35][c:34]2[c:33]([OH:40])[c:32]([O:31][CH2:29][CH3:30])[cH:39][cH:38][cH:37]2)[cH:21][cH:22][cH:23]1. Starting materials: C1(=CC=CC=C1)C(=CC1CCNCC1)C1=CC=CC=C1 (4-(2,2-diphenylethenyl)piperidine), FC1=CC=C(C=C1)C(CC1CCNCC1)(O)C1=CC=C(C=C1)F (alpha,alpha-bis(4-fluorophenyl)-4-piperidineethanol), FC(C(=O)O)(F)F (trifluoroacetic acid). Run in CC1=CC=CC=C1 (methylbenzene). Product: FC1=CC=C(C=C1)C(=CC1CCNCC1)C1=CC=C(C=C1)F (4-[2,2-bis(4-fluorophenyl)ethenyl]-piperidine). RXN SMILES: C1(C(C2C=CC=CC=2)=CC2CCNCC2)C=CC=CC=1.[F:21][C:22]1[CH:27]=[CH:26][C:25]([C:28]([C:37]2[CH:42]=[CH:41][C:40]([F:43])=[CH:39][CH:38]=2)(O)[CH2:29][CH:30]2[CH2:35][CH2:34][NH:33][CH2:32][CH2:31]2)=[CH:24][CH:23]=1.FC(F)(F)C(O)=O>CC1C=CC=CC=1>[F:43][C:40]1[CH:41]=[CH:42][C:37]([C:28]([C:25]2[CH:24]=[CH:23][C:22]([F:21])=[CH:27][CH:26]=2)=[CH:29][CH:30]2[CH2:35][CH2:34][NH:33][CH2:32][CH2:31]2)=[CH:38][CH:39]=1. Procedure details: The title compound was prepared in the same manner as the compound of example 6, starting with 25 g of alpha,alpha-bis(4-fluorophenyl)-4-piperidineethanol, 0.25 molar methylbenzene solvate and 50 mL of trifluoroacetic acid. Crystallization from hexane gave 19.6 g (83%) of the hexane solvate of 4-[2,2-bis(4-fluorophenyl)ethenyl]-piperidine, mp 84°-86° C. Analysis Calculated for C19H19F2N.O.15C6H14 : C, 76.54; H, 6.81; N, 4.49; F, 12.17. Found: C, 76.87; H, 6.72; 4.65; F, 12.12. Starting materials: NC1=C(C(=NO1)C)Br (5-amino-4-bromo-3-methylisoxazole), C=1(C(=CC=CC1)S(=O)(=O)Cl)C1=CC=CC=C1 (2-biphenylsulfonyl chloride). The product is BrC=1C(=NOC1NS(=O)(=O)C=1C(=CC=CC1)C1=CC=CC=C1)C (N-(4-bromo-3-methyl-5-isoxazolyl)-2-biphenylsulfonamide). Yield: 71.0%. RXN SMILES: [NH2:1][C:2]1[O:6][N:5]=[C:4]([CH3:7])[C:3]=1[Br:8].[C:9]1([C:19]2[CH:24]=[CH:23][CH:22]=[CH:21][CH:20]=2)[C:10]([S:15](Cl)(=[O:17])=[O:16])=[CH:11][CH:12]=[CH:13][CH:14]=1>>[Br:8][C:3]1[C:4]([CH3:7])=[N:5][O:6][C:2]=1[NH:1][S:15]([C:10]1[C:9]([C:19]2[CH:20]=[CH:21][CH:22]=[CH:23][CH:24]=2)=[CH:14][CH:13]=[CH:12][CH:11]=1)(=[O:17])=[O:16]. Procedure: N-(4-bromo-3-methyl-5-isoxazolyl)-2-biphenylsulfonamide was prepared in the same manner as described in Example 8b from 5-amino-4-bromo-3-methylisoxazole and 2-biphenylsulfonyl chloride in 71% yield. Purification was achieved by recrystallization from ethyl acetate/hexanes to give a crystalline solid, m.p. 145-147° C. Starting materials: Cl.NCC(=O)OC (methyl glycinate hydrochloride), C(CC)(=O)Cl (propanoyl chloride), C(=O)([O-])[O-].[K+].[K+] (K2CO3). Run in CCOCC (Et2O). Run at temperature 0 celsius, time 3 hour. Product: C(CC)(=O)NCC(=O)OC (methyl 2-(propanoylamino)-acetate). The yield is 70.2%. Reaction SMILES: Cl.[NH2:2][CH2:3][C:4]([O:6][CH3:7])=[O:5].[C:8](Cl)(=[O:11])[CH2:9][CH3:10].C([O-])([O-])=O.[K+].[K+]>CCOCC>[C:8]([NH:2][CH2:3][C:4]([O:6][CH3:7])=[O:5])(=[O:11])[CH2:9][CH3:10] |f:0.1,3.4.5|. Reported procedure: In a round bottomed flask, at 0° C., to a stirred suspension of methyl glycinate hydrochloride (0.68 g, 5.4 mmol) in Et2O (2.0 mL), propanoyl chloride (1.0 g, 10.8 mmol) and saturated K2CO3 solution (3.8 mL) were added. The reaction mixture was stirred at 0° C. for 3 h, then extracted with Et2O (3×10 mL) and the resulting organic layer washed with saturated NaHCO3 solution, H2O, and brine. The aqueous phase was saturated with NaCl and further extracted with AcOEt (50 mL). The combined extracts w...